Task: describe an organic reaction: reactants, conditions, products, and yield. Dataset: the Open Reaction Database (ORD), a public repository of structured organic reaction records The reactants are C(C)OC(CBr)OCC (bromoacetaldehyde diethylacetal), [OH-].[Na+] (NaOH), C1(=CC=CC=C1)[C@@H](CC1=CC=CC=C1)N ((-)-1(R),2-diphenylethylamine), C([O-])([O-])=O.[K+].[K+] (potassium carbonate). Run in CN(C=O)C (N,N-dimethylformamide), C(Cl)Cl (CH2Cl2). Run at temperature 100 celsius. Yields the product C(C)OC(CN[C@H](CC1=CC=CC=C1)C1=CC=CC=C1)OCC (N-(1(R),2-diphenylethyl)aminoacetaldehyde diethyl acetal). Yield: 84.9%. As a reaction SMILES: [C:1]1([C@H:7]([NH2:15])[CH2:8][C:9]2[CH:14]=[CH:13][CH:12]=[CH:11][CH:10]=2)[CH:6]=[CH:5][CH:4]=[CH:3][CH:2]=1.C(=O)([O-])[O-].[K+].[K+].[CH2:22]([O:24][CH:25]([O:28][CH2:29][CH3:30])[CH2:26]Br)[CH3:23].[OH-].[Na+]>CN(C)C=O.C(Cl)Cl>[CH2:22]([O:24][CH:25]([O:28][CH2:29][CH3:30])[CH2:26][NH:15][C@@H:7]([C:1]1[CH:6]=[CH:5][CH:4]=[CH:3][CH:2]=1)[CH2:8][C:9]1[CH:10]=[CH:11][CH:12]=[CH:13][CH:14]=1)[CH3:23] |f:1.2.3,5.6|. Procedure details: The general procedure of Suzuki, T., et al., Chem. Pharm. Bull 34:1988 (1986), was adapted for the following alkylation. To a stirred mixture at 90° C. of 249.5 mg (1.3 mmoles) of (-)-1(R),2-diphenylethylamine and 193.6 mg (1.4 mmoles) of anhydrous potassium carbonate (Baker, used as received) in 2.5 ml of N,N-dimethylformamide (Baker, used as received) was added dropwise, over two hours, a solution of 284.1 mg (1.4 mmoles) of bromoacetaldehyde diethylacetal (Aldrich, distilled, bp 83° C./40 mm)... The reactants are Cl.NC=1SC=C(N1)C(C(=O)OCC)=NOCCOCC (ethyl 2-(2-aminothiazol-4-yl)-2-(2-ethoxyethoxyimino)acetate hydrochloride), C([O-])(O)=O.[Na+] (sodium bicarbonate). The solvent is O (water), C(C)(=O)OCC (ethyl acetate). The product is NC=1SC=C(N1)C(C(=O)OCC)=NOCCOCC (ethyl 2-(2-aminothiazol-4-yl)-2-(2-ethoxyethoxyimino)acetate). Isolated yield 86.7%. Reaction SMILES: Cl.[NH2:2][C:3]1[S:4][CH:5]=[C:6]([C:8](=[N:14][O:15][CH2:16][CH2:17][O:18][CH2:19][CH3:20])[C:9]([O:11][CH2:12][CH3:13])=[O:10])[N:7]=1.C(=O)(O)[O-].[Na+]>O.C(OCC)(=O)C>[NH2:2][C:3]1[S:4][CH:5]=[C:6]([C:8](=[N:14][O:15][CH2:16][CH2:17][O:18][CH2:19][CH3:20])[C:9]([O:11][CH2:12][CH3:13])=[O:10])[N:7]=1 |f:0.1,2.3|. Procedure: A suspension of ethyl 2-(2-aminothiazol-4-yl)-2-(2-ethoxyethoxyimino)acetate hydrochloride (syn isomer, 16.9 g.) in a mixture of water (170 ml.) and ethyl acetate (200 ml.) was adjusted to pH 6.5 with sodium bicarbonate and the ethyl acetate layer was separated. The aqueous layer was extracted with ethyl acetate (100 ml.), and the exacts were combined together, washed with a saturated aqueous solution of sodium chloride, dried and then concentrated in vacuo. The oily residue was triturated with ...